describe an organic reaction: reactants, conditions, products, and yield From a dataset of the Open Reaction Database (ORD), a public repository of structured organic reaction records. Starting materials: BrC1=C(N=C(S1)C1=CC=C(C=C1)Cl)CC(=O)O (5-bromo-2-(4-chlorophenyl)thiazol-4-yl-acetic acid), S(=O)(Cl)Cl (thionyl chloride), NC1=CC=CC=C1 (aniline). Run in C(Cl)(Cl)Cl (chloroform). The product is C1(=CC=CC=C1)NC(CC=1N=C(SC1Br)C1=CC=C(C=C1)Cl)=O (N-Phenyl-5-bromo-2-(4-chlorophenyl)thiazol-4-yl-acetamide). The yield is 32.7%. Reaction SMILES: [Br:1][C:2]1[S:6][C:5]([C:7]2[CH:12]=[CH:11][C:10]([Cl:13])=[CH:9][CH:8]=2)=[N:4][C:3]=1[CH2:14][C:15]([OH:17])=O.S(Cl)(Cl)=O.[NH2:22][C:23]1[CH:28]=[CH:27][CH:26]=[CH:25][CH:24]=1>C(Cl)(Cl)Cl>[C:23]1([NH:22][C:15](=[O:17])[CH2:14][C:3]2[N:4]=[C:5]([C:7]3[CH:8]=[CH:9][C:10]([Cl:13])=[CH:11][CH:12]=3)[S:6][C:2]=2[Br:1])[CH:28]=[CH:27][CH:26]=[CH:25][CH:24]=1. Procedure details: A mixture of 5-bromo-2-(4-chlorophenyl)thiazol-4-yl-acetic acid (1 g, 3 mmol), thionyl chloride (2 equiv., 0.72 g, 6 mmol), and chloroform were heated under reflux for 2.5 hours. The reaction mixture was cooled and concentrated under reduced pressure. The residue was dissolved in CHCl3 (dry), followed by dropwise addition of aniline (2 equiv., 0.56 g, 6 mmol) and the resulting mixture refluxed for a further 5 hours. The reaction mixture cooled to room temperature and the precipitate was collecte... The reactants are CC(=O)C1=CC=C(C=C1)OCC2=CC=CC=C2 (4-benzyloxyacetophenone), C(C)O (ethanol), [H-].[Na+] (sodium hydride), C(OCC)(OCC)=O (diethyl carbonate), Cl (hydrochloric acid). Run in O (water). Run at time 2 hour. Yields the product C(C1=CC=CC=C1)OC1=CC=C(C=C1)C(CC(=O)OCC)=O (ethyl 3-[4-(benzyloxy)phenyl]-3-oxopropanoate). As a reaction SMILES: [CH3:1][C:2]([C:4]1[CH:9]=[CH:8][C:7]([O:10][CH2:11][C:12]2[CH:17]=[CH:16][CH:15]=[CH:14][CH:13]=2)=[CH:6][CH:5]=1)=[O:3].C(O)C.[H-].[Na+].Cl.[C:24](=O)([O:28]CC)[O:25][CH2:26][CH3:27]>O>[CH2:11]([O:10][C:7]1[CH:8]=[CH:9][C:4]([C:2](=[O:3])[CH2:1][C:24]([O:25][CH2:26][CH3:27])=[O:28])=[CH:5][CH:6]=1)[C:12]1[CH:17]=[CH:16][CH:15]=[CH:14][CH:13]=1 |f:2.3|. Reported procedure: To a solution of 4-benzyloxyacetophenone (36 g, 159 mmol) in diethyl carbonate (200 ml) was added ethanol (0.6 ml) and sodium hydride (60% in oil, 12.7 g, 318 mmol) was added under ice-cooling. The mixture was stirred at room temperature for 2 hrs. To the reaction solution was added 6N hydrochloric acid to stop the reaction, and water (500 ml) was added. Then, the mixture was extracted with ethyl acetate (500 ml×2). The extract was washed successively with water and saturated brine, dried (anhyd... Starting materials: OCCBr, O=C([O-])[O-], CC1(C)CCCN(C(=O)c2csc(-c3cn[nH]c3)c2)CC1, [K+], [K+], CN(C)C=O. Product: CC1(C)CCCN(C(=O)c2csc(-c3cnn(CCO)c3)c2)CC1. As a reaction SMILES: [Br:28][CH2:29][CH2:30][OH:31].[C:22](=[O:23])([O-:24])[O-:25].[CH3:1][C:2]1([CH3:21])[CH2:3][CH2:4][N:5]([C:9](=[O:10])[c:11]2[cH:12][s:13][c:14](-[c:16]3[cH:17][n:18][nH:19][cH:20]3)[cH:15]2)[CH2:6][CH2:7][CH2:8]1.[K+:26].[K+:27].[O:32]=[CH:33][N:34]([CH3:35])[CH3:36]>>[CH3:1][C:2]1([CH3:21])[CH2:3][CH2:4][N:5]([C:9](=[O:10])[c:11]2[cH:12][s:13][c:14](-[c:16]3[cH:17][n:18][n:19]([CH2:29][CH2:30][OH:31])[cH:20]3)[cH:15]2)[CH2:6][CH2:7][CH2:8]1. The reactants are CO, CNC(=O)C(=NC(C)c1ccccc1)C(C)(C)C. Yields the product CNC(=O)C(N)C(C)(C)C. Reaction SMILES: [CH3:19][OH:20].[CH3:1][C:2]([C:3]([C:4](=[O:5])[NH:6][CH3:7])=[N:8][CH:9]([c:10]1[cH:11][cH:12][cH:13][cH:14][cH:15]1)[CH3:16])([CH3:17])[CH3:18]>>[CH3:1][C:2]([CH:3]([C:4](=[O:5])[NH:6][CH3:7])[NH2:8])([CH3:17])[CH3:18]. RXN SMILES: [CH3:31][O-:32].[Cl:1][c:2]1[n:3][c:4]2[n:5]([CH3:30])[c:6](=[O:29])[n:7]([CH3:28])[c:8](=[O:27])[c:9]2[n:10]1[CH2:11][c:12]1[cH:13][cH:14][c:15]([C:18]([c:19]2[cH:20][cH:21][c:22]([Cl:25])[cH:23][cH:24]2)=[O:26])[cH:16][cH:17]1.[Na+:33].[O:34]=[CH:35][N:36]([CH3:37])[CH3:38].[OH2:39]>>[c:2]1([O:32][CH3:31])[n:3][c:4]2[n:5]([CH3:30])[c:6](=[O:29])[n:7]([CH3:28])[c:8](=[O:27])[c:9]2[n:10]1[CH2:11][c:12]1[cH:13][cH:14][c:15]([C:18]([c:19]2[cH:20][cH:21][c:22]([Cl:25])[cH:23][cH:24]2)=[O:26])[cH:16][cH:17]1. Yields the product COc1nc2c(c(=O)n(C)c(=O)n2C)n1Cc1ccc(C(=O)c2ccc(Cl)cc2)cc1. Starting materials: C[O-], Cn1c(=O)c2c(nc(Cl)n2Cc2ccc(C(=O)c3ccc(Cl)cc3)cc2)n(C)c1=O, [Na+], CN(C)C=O, O.